Dataset: the Open Reaction Database (ORD), a public repository of structured organic reaction records. Task: describe an organic reaction: reactants, conditions, products, and yield The reactants are COc1ccc(C=C2SC(=O)NC2=O)cc1[N+](=O)[O-], CCO, Cl, [Na+], O, O=C([O-])O. The product is COc1ccc(C=C2SC(=O)NC2=O)cc1N. RXN SMILES: [CH3:1][O:2][c:3]1[c:4]([N+:17]([O-:18])=[O:19])[cH:5][c:6]([CH:9]=[C:10]2[C:11](=[O:16])[NH:12][C:13](=[O:15])[S:14]2)[cH:7][cH:8]1.[CH3:20][CH2:21][OH:22].[ClH:23].[Na+:24].[OH2:29].[OH:25][C:26](=[O:27])[O-:28]>>[CH3:1][O:2][c:3]1[c:4]([NH2:17])[cH:5][c:6]([CH:9]=[C:10]2[C:11](=[O:16])[NH:12][C:13](=[O:15])[S:14]2)[cH:7][cH:8]1. Starting materials: C(C)N(C(C)=O)C1=CC(=CC=C1)C=1N=NC(=CC1)Cl (N-ethyl-N-[3-(6-chloro-3-pyridazinyl)phenyl]acetamide), NNC(=S)N (thiosemicarbazide). The solvent is C(C)O (ethanol). Yields the product C(C)N(C(C)=O)C1=CC(=CC=C1)C=1C=CC=2N(N1)C(=NN2)N (N-Ethyl-N-[3-(3-amino-1,2,4-triazolo[4,3-b]pyridazin-6-yl)phenyl]acetamide). Isolated yield 14.0%. As a reaction SMILES: [CH2:1]([N:3]([C:7]1[CH:12]=[CH:11][CH:10]=[C:9]([C:13]2[N:14]=[N:15][C:16](Cl)=[CH:17][CH:18]=2)[CH:8]=1)[C:4](=[O:6])[CH3:5])[CH3:2].[NH2:20][NH:21][C:22]([NH2:24])=S>C(O)C>[CH2:1]([N:3]([C:7]1[CH:12]=[CH:11][CH:10]=[C:9]([C:13]2[CH:18]=[CH:17][C:16]3[N:15]([C:22]([NH2:24])=[N:21][N:20]=3)[N:14]=2)[CH:8]=1)[C:4](=[O:6])[CH3:5])[CH3:2]. Procedure details: A solution of 2.0 g of N-ethyl-N-[3-(6-chloro-3-pyridazinyl)phenyl]acetamide and 1.32 g of thiosemicarbazide in 100 ml of ethanol was refluxed for 8 hours, then evaporated in vacuo. To the residue was added 100 ml of glacial acetic acid. This mixture was refluxed overnight, then the solvent was removed in vacuo, 150 ml of water added and aqueous sodium bicarbonate added to neutralize the solution. This mixture was extracted with dichloromethane:methanol (9:1). The extracts were dried and evapora...